The task is: describe an organic reaction: reactants, conditions, products, and yield. This data is from the Open Reaction Database (ORD), a public repository of structured organic reaction records. Starting materials: CC(C)(C)[Si](C)(C)OCCn1ccc([N+](=O)[O-])n1, CCOC(C)=O, CO, [H][H]. Yields the product CC(C)(C)[Si](C)(C)OCCn1ccc(N)n1. Reaction SMILES: [C:1]([CH3:2])([CH3:3])([CH3:4])[Si:5]([O:6][CH2:7][CH2:8][n:9]1[n:10][c:11]([N+:14]([O-:15])=[O:16])[cH:12][cH:13]1)([CH3:17])[CH3:18].[CH3:21][CH2:22][O:23][C:24](=[O:25])[CH3:26].[CH3:27][OH:28].[H:19][H:20]>>[C:1]([CH3:2])([CH3:3])([CH3:4])[Si:5]([O:6][CH2:7][CH2:8][n:9]1[n:10][c:11]([NH2:14])[cH:12][cH:13]1)([CH3:17])[CH3:18]. The reactants are CO, COC(=O)c1ccc(OC2COC2)c(F)c1, [K+], [OH-]. The product is O=C(O)c1ccc(OC2COC2)c(F)c1. As a reaction SMILES: [CH3:19][OH:20].[F:1][c:2]1[cH:3][c:4]([C:5](=[O:6])[O:7][CH3:8])[cH:9][cH:10][c:11]1[O:12][CH:13]1[CH2:14][O:15][CH2:16]1.[K+:18].[OH-:17]>>[F:1][c:2]1[cH:3][c:4]([C:5](=[O:6])[OH:7])[cH:9][cH:10][c:11]1[O:12][CH:13]1[CH2:14][O:15][CH2:16]1. Reactants: C(CCCCCCCC)O (1-nonanol), O1C2CC(CCC21)C(=O)OC (methyl 3,4-epoxycyclohexanecarboxylate), N12CCN(CC1)CC2 (1,4-diazabicyclo[2.2.2]octane), C1(=CC=CC=C1)C (toluene). Run in CO (methanol). Yields the product C(CCCCCCCC)OC(=O)C1CC2C(CC1)O2 (nonyl-3,4-epoxycylohexanecarboxylate). RXN SMILES: [CH2:1]([OH:10])[CH2:2][CH2:3][CH2:4][CH2:5][CH2:6][CH2:7][CH2:8][CH3:9].[O:11]1[CH:17]2[CH:12]1[CH2:13][CH:14]([C:18](OC)=[O:19])[CH2:15][CH2:16]2.N12CCN(CC1)CC2.C1(C)C=CC=CC=1>CO>[CH2:1]([O:10][C:18]([CH:14]1[CH2:15][CH2:16][CH:17]2[O:11][CH:12]2[CH2:13]1)=[O:19])[CH2:2][CH2:3][CH2:4][CH2:5][CH2:6][CH2:7][CH2:8][CH3:9]. Procedure: To a 3-neck 250 mL flask equipped with an argon inlet, stir bar and distillation apparatus was added 1-nonanol (19.99 g, 0.14 mol, obtained from Sigma-Aldrich), methyl 3,4-epoxycyclohexanecarboxylate (ERL-4140, 23.80 g, 0.15 mol, obtained from Dow Chemical Company), 1,4-diazabicyclo[2.2.2]octane (DABCO™, 3.96 g, 35 mmol, obtained from Sigma-Aldrich) and toluene (60 mL). The reaction mixture was refluxed until methanol ceased collecting in the receiving flask and the completion of the reaction wa...